Dataset: the Open Reaction Database (ORD), a public repository of structured organic reaction records. Task: describe an organic reaction: reactants, conditions, products, and yield Reactants: lithium enolate, C(C)(C)[N-]C(C)C.[Li+] (LDA), C(C)(C)NC(C)C (diisopropylamine), C(CCC)[Li] (n-butyllithium), O=C(CCC)N1C(OC[C@@H]1C(C)C)=O (3-(1-oxobutyl)-4-(S)-(1-methylethyl)-2-oxazolidinone), BrCSCC1=CC=CC=C1 (benzyl bromomethyl sulfide). Run in C1CCOC1 (THF), C1CCOC1 (THF). Yields the product O=C([C@H](CC)CSCC1=CC=CC=C1)N1C(OC[C@@H]1C(C)C)=O (3-(1-Oxo-2-(S)-(((phenylmethyl)thio)methyl)butyl)-4-(S)-(1-methylethyl)-2-oxazolidinone). The yield is 123.3%. As a reaction SMILES: [O:1]=[C:2]([N:6]1[C@@H:10]([CH:11]([CH3:13])[CH3:12])[CH2:9][O:8][C:7]1=[O:14])[CH2:3][CH2:4][CH3:5].C([N-]C(C)C)(C)C.[Li+].C(NC(C)C)(C)C.C([Li])CCC.Br[CH2:36][S:37][CH2:38][C:39]1[CH:44]=[CH:43][CH:42]=[CH:41][CH:40]=1>C1COCC1>[O:1]=[C:2]([N:6]1[C@@H:10]([CH:11]([CH3:13])[CH3:12])[CH2:9][O:8][C:7]1=[O:14])[C@@H:3]([CH2:36][S:37][CH2:38][C:39]1[CH:44]=[CH:43][CH:42]=[CH:41][CH:40]=1)[CH2:4][CH3:5] |f:1.2|. Reported procedure: A solution of the N-acylated product of Step 6 (36.9 g, 185 mmol) in anhydrous THF (70 mL) was added to a magnetically stirred, cooled (-78° C.) solution of LDA (lithium diisopropylamide) (prepared from 28.6 mL (20.6 g, 204 mmol) of diisopropylamine and 127.5 mL (1.6M in hexane, 204 mmol) of n-butyllithium) in anhydrous THF (240 mL). After stirring for 0.5 h at -78° C. the resultant lithium enolate was treated with benzyl bromomethyl sulfide (52.3 g, 241 mmol) for 2 h at -20° C. The reaction was...